From a dataset of the Open Reaction Database (ORD), a public repository of structured organic reaction records. describe an organic reaction: reactants, conditions, products, and yield The reactants are O=C1C(C(N(C2=C(N1CC(=O)N(C1=CC=C(C=C1)OC)C(C)C)C=CC=C2)C2=CC=CC=C2)=O)=NNC2=CC=CC=C2 (2-[2,4-dioxo-5-phenyl-3-(phenyl-hydrazono)-2,3,4,5-tetrahydro-benzo[b][1,4]diazepine-1-yl]-N-isopropyl-N-(4-methoxy-phenyl)-acetamide). The reagents and catalysts are [Zn] (zinc). The solvent is C(C)(=O)O (acetic acid). Reaction conditions: time 3 hour. Product: NC1C(N(C2=C(N(C1=O)CC(=O)N(C1=CC=C(C=C1)OC)C(C)C)C=CC=C2)C2=CC=CC=C2)=O (2-(3-Amino-2,4-dioxo-5-phenyl-2,3,4,5-tetrahydro-benzo [b] [1,4] diazepine-1-yl)-N-isopropyl-N-(4-methoxy-phenyl)-acetamide). Yield: 71.6%. As a reaction SMILES: [O:1]=[C:2]1[N:8]([CH2:9][C:10]([N:12]([CH:21]([CH3:23])[CH3:22])[C:13]2[CH:18]=[CH:17][C:16]([O:19][CH3:20])=[CH:15][CH:14]=2)=[O:11])[C:7]2[CH:24]=[CH:25][CH:26]=[CH:27][C:6]=2[N:5]([C:28]2[CH:33]=[CH:32][CH:31]=[CH:30][CH:29]=2)[C:4](=[O:34])[C:3]1=[N:35]NC1C=CC=CC=1>C(O)(=O)C.[Zn]>[NH2:35][CH:3]1[C:2](=[O:1])[N:8]([CH2:9][C:10]([N:12]([CH:21]([CH3:23])[CH3:22])[C:13]2[CH:14]=[CH:15][C:16]([O:19][CH3:20])=[CH:17][CH:18]=2)=[O:11])[C:7]2[CH:24]=[CH:25][CH:26]=[CH:27][C:6]=2[N:5]([C:28]2[CH:29]=[CH:30][CH:31]=[CH:32][CH:33]=2)[C:4]1=[O:34]. Procedure details: To a stirred solution of 2-[2,4-dioxo-5-phenyl-3-(phenyl-hydrazono)-2,3,4,5-tetrahydro-benzo[b][1,4]diazepine-1-yl]-N-isopropyl-N-(4-methoxy-phenyl)-acetamide (4.28 g) in acetic acid (50 mL) at ambient temperature, was added zinc dust (4.11 g) and stirred three hours. The zinc was filtered off, the filtrate concentrated in vacuo, and the resultant oil partitioned between water (60 mL) and ethyl acetate (100 mL). The pH was adjusted to 8 with 6N sodium hydroxide and the phases separated. The aque... Starting materials: COC1=CC=C(CC=2C=CC(=NC2)C(=O)OCC)C=C1 (ethyl 5-(4-methoxybenzyl)picolinate), Cl (hydrochloric acid). The solvent is C(C)O (ethyl alcohol). Conditions: temperature 120 celsius. Product: OC1=CC=C(CC=2C=CC(=NC2)C(=O)OCC)C=C1 (ethyl 5-(4-hydroxybenzyl)-picolinate). The yield is 84.4%. RXN SMILES: C[O:2][C:3]1[CH:20]=[CH:19][C:6]([CH2:7][C:8]2[CH:9]=[CH:10][C:11]([C:14]([O:16][CH2:17][CH3:18])=[O:15])=[N:12][CH:13]=2)=[CH:5][CH:4]=1.Cl>C(O)C>[OH:2][C:3]1[CH:20]=[CH:19][C:6]([CH2:7][C:8]2[CH:9]=[CH:10][C:11]([C:14]([O:16][CH2:17][CH3:18])=[O:15])=[N:12][CH:13]=2)=[CH:5][CH:4]=1. Procedure details: One gram of ethyl 5-(4-methoxybenzyl)picolinate was dissolved in 20 ml. of ethyl alcohol saturated with hydrochloric acid. The solution was heated in a sealed tube at 120° C. for 24 hours. The solvent was distilled out and the residue was added with cold water. Crystals thus formed were collected by filtration and recrystallized from ethyl acetate to obtain 0.8 g of ethyl 5-(4-hydroxybenzyl)-picolinate as colorless needle-like crystals of a melting point of 153°~156° C.